From a dataset of the Open Reaction Database (ORD), a public repository of structured organic reaction records. describe an organic reaction: reactants, conditions, products, and yield Starting materials: BrC=1C=C2CC(NC2=CC1)=O (5-bromo-2-oxindole), C(C)N(CCNC(=O)C1=C(NC(=C1)C)C=O)CC (2-formyl-5-methyl-1H-pyrrole-3-carboxylic acid (2-diethylamino-ethyl)-amide), N1CCCCC1 (piperidine). Solvent: C(C)O (ethanol). Conditions: temperature 80 celsius. Product: C(C)N(CCNC(=O)C1=C(NC(=C1)C)C=C1C(NC2=CC=C(C=C12)Br)=O)CC (2-(5-Bromo-2-oxo-1,2-dihydroindol-3-ylidenemethyl)-5-methyl-1H-pyrrole-3-carboxylic acid (2-diethylaminoethyl)-amide). Reaction SMILES: [Br:1][C:2]1[CH:3]=[C:4]2[C:8](=[CH:9][CH:10]=1)[NH:7][C:6](=[O:11])[CH2:5]2.[CH2:12]([N:14]([CH2:28][CH3:29])[CH2:15][CH2:16][NH:17][C:18]([C:20]1[CH:24]=[C:23]([CH3:25])[NH:22][C:21]=1[CH:26]=O)=[O:19])[CH3:13].N1CCCCC1>C(O)C>[CH2:28]([N:14]([CH2:12][CH3:13])[CH2:15][CH2:16][NH:17][C:18]([C:20]1[CH:24]=[C:23]([CH3:25])[NH:22][C:21]=1[CH:26]=[C:5]1[C:4]2[C:8](=[CH:9][CH:10]=[C:2]([Br:1])[CH:3]=2)[NH:7][C:6]1=[O:11])=[O:19])[CH3:29]. Procedure details: A mixture of 5-bromo-2-oxindole (106 mg, 0.5 mmol), 2-formyl-5-methyl-1H-pyrrole-3-carboxylic acid (2-diethylamino-ethyl)-amide (126 mg, 1 equiv.) and piperidine (0.2 mL) in ethanol (2 mL) was heated in a sealed tube at 80° C. for 1 hr and then cooled. The precipitate was collected by vacuum filtration, washed with ethanol and ethyl acetate and dried to give the title compound as an orange solid. Starting materials: ClC1=CN=C2C(=N1)SC(=C2)C(=O)OC (methyl 3-chlorothieno[2,3-b]pyrazine-6-carboxylate), [OH-].[Na+] (sodium hydroxide), O (water), C1CCOC1 (THF). The solvent is CO (methanol). Conditions: time 8 hour. Product: C(C)OC1=CN=C2C(=N1)SC(=C2)C(=O)O (3-ethoxythieno[2,3-b]pyrazine-6-carboxylic acid). The yield is 100.0%. RXN SMILES: Cl[C:2]1[N:7]=[C:6]2[S:8][C:9]([C:11]([O:13]C)=[O:12])=[CH:10][C:5]2=[N:4][CH:3]=1.[OH-].[Na+].O.C1C[O:21][CH2:20][CH2:19]1>CO>[CH2:20]([O:21][C:2]1[N:7]=[C:6]2[S:8][C:9]([C:11]([OH:13])=[O:12])=[CH:10][C:5]2=[N:4][CH:3]=1)[CH3:19] |f:1.2|. Reported procedure: To a solution of methyl 3-chlorothieno[2,3-b]pyrazine-6-carboxylate 92 (0.044 mmol, 10 mg) in methanol 250 uL and THF 250 uL was added sodium hydroxide 2N in water (0.219 mmol, 109 μA) and stirred overnight at rt. The reaction mixture was quenched in 2N HCl and extracted with CH2Cl2/methanol (9/1). The organic layer was dried and concentrated under reduced pressure to give 3-ethoxythieno[2,3-b]pyrazine-6-carboxylic acid 97 (9.3 mg, 100%). Reactants: ClC1=C(C(=O)OC(C)C)C=C(C(=C1)F)N1C(N(C(=CC1=O)C)C)=O (isopropyl 2-chloro-4-fluoro-5-[3,6-dihydro-3,4-dimethyl-2,6-dioxo-1(2H)-pyrimidinyl]-benzoate), II (iodine), ice water, [N+](=O)(O)[O-] (nitric acid). The solvent is C(C)(=O)O (acetic acid). Reaction conditions: time 1 hour. Yields the product ClC1=C(C(=O)OC(C)C)C=C(C(=C1)F)N1C(N(C(=C(C1=O)I)C)C)=O (Isopropyl 2-chloro-4-fluoro-5-[3,6-dihydro-3,4-dimethyl-5-iodo-2,6-dioxo-1(2H)-pyrimidinyl]-benzoate). Reaction SMILES: [Cl:1][C:2]1[CH:13]=[C:12]([F:14])[C:11]([N:15]2[C:20](=[O:21])[CH:19]=[C:18]([CH3:22])[N:17]([CH3:23])[C:16]2=[O:24])=[CH:10][C:3]=1[C:4]([O:6][CH:7]([CH3:9])[CH3:8])=[O:5].[I:25]I.[N+]([O-])(O)=O>C(O)(=O)C>[Cl:1][C:2]1[CH:13]=[C:12]([F:14])[C:11]([N:15]2[C:20](=[O:21])[C:19]([I:25])=[C:18]([CH3:22])[N:17]([CH3:23])[C:16]2=[O:24])=[CH:10][C:3]=1[C:4]([O:6][CH:7]([CH3:9])[CH3:8])=[O:5]. Procedure details: 1.50 g of isopropyl 2-chloro-4-fluoro-5-[3,6-dihydro-3,4-dimethyl-2,6-dioxo-1(2H)-pyrimidinyl]-benzoate in 10 ml of acetic acid are treated with 0.70 g of iodine and the reaction mixture is stirred for 1 hour at room temperature. Subsequently the reaction mixture is treated with 0.67 g of 100% nitric acid and stirred at room temperature for 3 hours. The reaction mixture is poured into 150 ml of ice/water and extracted with 100 ml of ethyl acetate. The organic phase is washed with 150 ml of water... Starting materials: CC(C=O)CSC1=CC=CC=C1 (2-Methyl-3-phenylthiopropanal), C=CC(CC)O (1-penten-3-ol), C1(=CC=C(C=C1)S(=O)(=O)O)C (p-toluenesulfonic acid). Solvent: xylenes. Conditions: time 3 hour. Product: CC(C=O)(C\C=C\CC)CSC1=CC=CC=C1 ((4E)-2-methyl-2-(phenylthiomethyl)-hept-4-enal). Reaction SMILES: [CH3:1][CH:2]([CH2:5][S:6][C:7]1[CH:12]=[CH:11][CH:10]=[CH:9][CH:8]=1)[CH:3]=[O:4].[CH2:13]=[CH:14][CH:15](O)[CH2:16][CH3:17].C1(C)C=CC(S(O)(=O)=O)=CC=1>>[CH3:1][C:2]([CH2:5][S:6][C:7]1[CH:12]=[CH:11][CH:10]=[CH:9][CH:8]=1)([CH2:13]/[CH:14]=[CH:15]/[CH2:16][CH3:17])[CH:3]=[O:4]. Procedure: 2-Methyl-3-phenylthiopropanal (9.07 g, 0.05 mole), 1-penten-3-ol (21.67 g, 0.25 mole), and p-toluenesulfonic acid (0.24 g, 0.0013 mole) are added to 90 ml of xylenes. The reaction mixture is heated to reflux using a Dean-Stark trap to collect water. After 3 hours, the mixture is cooled to room temperature and quenched with 30 ml of saturated NaHCO3 solution. The two phases are separated and the aqueous phase is extracted with 30 ml of ethyl acetate. The combined organic extracts is washed with 3... The solvent is CCO (EtOH). Reaction SMILES: C([O:8][C:9]1[CH:32]=[CH:31][C:12]([CH2:13][N:14]2[CH:19]([C:20]3[C:25]([O:26][CH3:27])=[CH:24][CH:23]=[CH:22][C:21]=3[O:28][CH3:29])[CH2:18][CH2:17][CH2:16][C:15]2=[O:30])=[CH:11][CH:10]=1)C1C=CC=CC=1>CCO>[CH3:29][O:28][C:21]1[CH:22]=[CH:23][CH:24]=[C:25]([O:26][CH3:27])[C:20]=1[CH:19]1[N:14]([CH2:13][C:12]2[CH:31]=[CH:32][C:9]([OH:8])=[CH:10][CH:11]=2)[C:15](=[O:30])[CH2:16][CH2:17][CH2:18]1. Reactants: C(C1=CC=CC=C1)OC1=CC=C(CN2C(CCCC2C2=C(C=CC=C2OC)OC)=O)C=C1 (1-(4-(benzyloxy)benzyl)-6-(2,6-dimethoxyphenyl)piperidin-2-one), Pd(C). Reaction conditions: time 15 hour. The product is COC1=C(C(=CC=C1)OC)C1CCCC(N1CC1=CC=C(C=C1)O)=O (6-(2,6-dimethoxyphenyl)-1-(4-hydroxybenzyl)piperidin-2-one). Procedure details: A mixture of 1-(4-(benzyloxy)benzyl)-6-(2,6-dimethoxyphenyl)piperidin-2-one (74 mg; 0.17 mmol), and 10% Pd(C) (35 mg) in anh. EtOH (3 ml) was stirred at rt, under hydrogen atmosphere (1 atm), for 15 h. Filtration over a pad of celite, concentration to dryness under reduced pressure, and additional drying under HV afforded 6-(2,6-dimethoxyphenyl)-1-(4-hydroxybenzyl)piperidin-2-one as a yellow oil. LC-MS (conditions E): tR=0.62 min.; [M+H]+: 342.20 g/mol. Starting materials: CCO, O=C1NC(Cc2ccc(F)cc2)C(c2ccc(C(F)(F)F)cc2)O1, [Na+], [OH-]. Yields the product NC(Cc1ccc(F)cc1)C(O)c1ccc(C(F)(F)F)cc1. RXN SMILES: [CH3:27][CH2:28][OH:29].[F:1][c:2]1[cH:3][cH:4][c:5]([CH2:8][CH:9]2[NH:10][C:11](=[O:24])[O:12][CH:13]2[c:14]2[cH:15][cH:16][c:17]([C:20]([F:21])([F:22])[F:23])[cH:18][cH:19]2)[cH:6][cH:7]1.[Na+:26].[OH-:25]>>[F:1][c:2]1[cH:3][cH:4][c:5]([CH2:8][CH:9]([NH2:10])[CH:13]([OH:12])[c:14]2[cH:15][cH:16][c:17]([C:20]([F:21])([F:22])[F:23])[cH:18][cH:19]2)[cH:6][cH:7]1.